Dataset: the Open Reaction Database (ORD), a public repository of structured organic reaction records. Task: describe an organic reaction: reactants, conditions, products, and yield Reactants: NC1=C2C(=NCN1C1=CC=C(C=C1)NC)SC=C2 (4-amino-3-(4-(methylamino)phenyl)-thieno[2,3-d]pyrimidine), [N-]=C=O (isocyanate), amine, C(C)C1=C(C=CC=C1)N=C=O (2-ethyl-phenyl isocyanate). Product: NC1=C2C(=NCN1C1=CC=C(C=C1)N(C)C(=O)NC1=CC(=CC=C1)CC)SC=C2 (4-Amino-3-(4-((3-ethylphenyl)aminocarbonyl(N-methylamino))-phenyl)thieno[2,3-d]pyrimidine). Reaction SMILES: [NH2:1][C:2]1[N:7]([C:8]2[CH:13]=[CH:12][C:11]([NH:14][CH3:15])=[CH:10][CH:9]=2)[CH2:6][N:5]=[C:4]2[S:16][CH:17]=[CH:18][C:3]=12.[CH2:19]([C:21]1[CH:26]=[CH:25][CH:24]=[CH:23][C:22]=1N=C=O)[CH3:20].[N-:30]=[C:31]=[O:32]>>[NH2:1][C:2]1[N:7]([C:8]2[CH:9]=[CH:10][C:11]([N:14]([C:31]([NH:30][C:23]3[CH:24]=[CH:25][CH:26]=[C:21]([CH2:19][CH3:20])[CH:22]=3)=[O:32])[CH3:15])=[CH:12][CH:13]=2)[CH2:6][N:5]=[C:4]2[S:16][CH:17]=[CH:18][C:3]=12. Procedure: The compound was prepared following the procedure described in Example 429, substituting 4-amino-3-(4-(methylamino)phenyl)-thieno[2,3-d]pyrimidine as the amine and using 2-ethyl-phenyl isocyanate as the isocyanate of choice. MH+=404. Reactants: ClCCCCCCCCCC#C\C=C/CC (15-chloro-(Z)-3-pentadecen-5-yne), C1(CCCCC1)BC1CCCCC1 (dicyclohexyl borane), B (borane). Run in C(C)(=O)O (acetic acid). Product: ClCCCCCCCCC\C=C/C=C\CC (15-chloro-(Z,Z)-3,5-pentadecadiene). RXN SMILES: [Cl:1][CH2:2][CH2:3][CH2:4][CH2:5][CH2:6][CH2:7][CH2:8][CH2:9][CH2:10][C:11]#[C:12]/[CH:13]=[CH:14]\[CH2:15][CH3:16].C1(BC2CCCCC2)CCCCC1.B>C(O)(=O)C>[Cl:1][CH2:2][CH2:3][CH2:4][CH2:5][CH2:6][CH2:7][CH2:8][CH2:9][CH2:10]/[CH:11]=[CH:12]\[CH:13]=[CH:14]/[CH2:15][CH3:16]. Reported procedure: reducing the 15-chloro-(Z)-3-pentadecen-5-yne with dicyclohexyl borane followed by protonolysis of the product borane with acetic acid to obtain 15-chloro-(Z,Z)-3,5-pentadecadiene;